From a dataset of the Open Reaction Database (ORD), a public repository of structured organic reaction records. describe an organic reaction: reactants, conditions, products, and yield Reactants: C#CC(C)N(C)C=O, ClCCl, Cc1cc(Oc2ccc(Cl)c(C(F)(F)F)c2)ncc1N, [Na+], [OH-]. Product: C#CC(C)N(C)C=Nc1cnc(Oc2ccc(Cl)c(C(F)(F)F)c2)cc1C. Reaction SMILES: [CH3:1][N:2]([CH:3]=[O:4])[CH:5]([C:6]#[CH:7])[CH3:8].[Cl:31][CH2:32][Cl:33].[Cl:9][c:10]1[c:11]([C:25]([F:26])([F:27])[F:28])[cH:12][c:13]([O:14][c:15]2[cH:16][c:17]([CH3:22])[c:18]([NH2:21])[cH:19][n:20]2)[cH:23][cH:24]1.[Na+:30].[OH-:29]>>[CH3:1][N:2]([CH:3]=[N:21][c:18]1[c:17]([CH3:22])[cH:16][c:15]([O:14][c:13]2[cH:12][c:11]([C:25]([F:26])([F:27])[F:28])[c:10]([Cl:9])[cH:24][cH:23]2)[n:20][cH:19]1)[CH:5]([C:6]#[CH:7])[CH3:8]. Reactants: COc1cc(Br)c2c(c1)CCN2, CCC(COC)n1cc(Br)nc(Br)c1=O, Cl. Yields the product CCC(COC)n1cc(Br)nc(N2CCc3cc(OC)cc(Br)c32)c1=O. As a reaction SMILES: [Br:17][c:18]1[cH:19][c:20]([O:27][CH3:28])[cH:21][c:22]2[c:26]1[NH:25][CH2:24][CH2:23]2.[Br:1][c:2]1[c:3](=[O:15])[n:4]([CH:9]([CH2:10][CH3:11])[CH2:12][O:13][CH3:14])[cH:5][c:6]([Br:8])[n:7]1.[ClH:16]>>[c:2]1([N:25]2[CH2:24][CH2:23][c:22]3[cH:21][c:20]([O:27][CH3:28])[cH:19][c:18]([Br:17])[c:26]32)[c:3](=[O:15])[n:4]([CH:9]([CH2:10][CH3:11])[CH2:12][O:13][CH3:14])[cH:5][c:6]([Br:8])[n:7]1.